Dataset: the Open Reaction Database (ORD), a public repository of structured organic reaction records. Task: describe an organic reaction: reactants, conditions, products, and yield The reactants are Cl.FC1=CC=C(C=C1)C(CCCN1C[C@@H]2[C@@H](N3CCNC=4C=CC=C2C34)CC1)=O (1-(4-Fluoro-phenyl)-4-((6bR,10aS)-2,3,6b,9,10,10a-hexahydro-1H,7H-pyrido[3′,4′:4,5]pyrrolo[1,2,3-de]quinoxalin-8-yl)-butan-1-one HCl salt), [BH4-].[Na+] (NaBH4), [BH4-].[Na+] (NaBH4), [BH4-].[Na+] (NaBH4). The solvent is CO (methanol). The product is FC1=CC=C(C=C1)C(CCCN1C[C@@H]2[C@@H](N3CCNC=4C=CC=C2C34)CC1)O (1-(4-Fluoro-phenyl)-4-((6bR,10aS)-2,3,6b,9,10,10a-hexahydro-1H,7H-pyrido[3′,4′:4,5]pyrrolo[1,2,3-de]quinoxalin-8-yl)-butan-1-ol). The yield is 94.8%. As a reaction SMILES: Cl.[F:2][C:3]1[CH:8]=[CH:7][C:6]([C:9](=[O:29])[CH2:10][CH2:11][CH2:12][N:13]2[CH2:28][CH2:27][C@@H:16]3[N:17]4[C:26]5[C:25]([C@@H:15]3[CH2:14]2)=[CH:24][CH:23]=[CH:22][C:21]=5[NH:20][CH2:19][CH2:18]4)=[CH:5][CH:4]=1.[BH4-].[Na+]>CO>[F:2][C:3]1[CH:8]=[CH:7][C:6]([CH:9]([OH:29])[CH2:10][CH2:11][CH2:12][N:13]2[CH2:28][CH2:27][C@@H:16]3[N:17]4[C:26]5[C:25]([C@@H:15]3[CH2:14]2)=[CH:24][CH:23]=[CH:22][C:21]=5[NH:20][CH2:19][CH2:18]4)=[CH:5][CH:4]=1 |f:0.1,2.3|. Procedure details: 1-(4-Fluoro-phenyl)-4-((6bR,10aS)-2,3,6b,9,10,10a-hexahydro-1H,7H-pyrido[3′,4′:4,5]pyrrolo[1,2,3-de]quinoxalin-8-yl)-butan-1-one HCl salt (500 mg, 1.20 mmol) is suspended in 20 mL of methanol. NaBH4 (136 mg, 3.60 mmol) is added slowly into the suspension at room temperature. The suspension changed into a clear solution during the addition of NaBH4. After an hour, additional 90 mg of NaBH4 is added into the mixture to push the reaction to completion. The reaction mixture is quenched by adding 10 ... Reactants: CCOC(=O)CC1OB(O)c2cc(OCCCNC(=O)OC(C)(C)C)cc(C)c21, C1CCOC1, Cl, [Li+], [OH-], O. Product: Cc1cc(OCCCNC(=O)OC(C)(C)C)cc2c1C(CC(=O)O)OB2O. As a reaction SMILES: [CH2:1]([CH3:2])[O:3][C:4]([CH2:5][CH:6]1[c:7]2[c:8]([cH:12][c:13]([O:17][CH2:18][CH2:19][CH2:20][NH:21][C:22](=[O:23])[O:24][C:25]([CH3:26])([CH3:27])[CH3:28])[cH:14][c:15]2[CH3:16])[B:9]([OH:11])[O:10]1)=[O:29].[CH2:33]1[O:34][CH2:35][CH2:36][CH2:37]1.[ClH:32].[Li+:31].[OH-:30].[OH2:38]>>[O:3]=[C:4]([CH2:5][CH:6]1[c:7]2[c:8]([cH:12][c:13]([O:17][CH2:18][CH2:19][CH2:20][NH:21][C:22](=[O:23])[O:24][C:25]([CH3:26])([CH3:27])[CH3:28])[cH:14][c:15]2[CH3:16])[B:9]([OH:11])[O:10]1)[OH:29]. Product: CCOC(=O)COc1cc(Cl)c(Cl)cc1[N+](=O)[O-]. As a reaction SMILES: [C:13]([CH2:14][OH:15])(=[O:16])[O:17][CH2:18][CH3:19].[CH3:30][C:31]#[N:32].[Cl:1][c:2]1[c:3]([Cl:12])[cH:4][c:5]([F:11])[c:6]([N+:8](=[O:9])[O-:10])[cH:7]1.[F-:20].[K+:21].[O:34]1[CH2:35][CH2:36][O:37][CH2:38][CH2:39]1.[OH2:29].[OH2:33].[OH:22][C:23]([C:24]([F:25])([F:26])[F:27])=[O:28]>>[Cl:1][c:2]1[c:3]([Cl:12])[cH:4][c:5]([O:15][CH2:14][C:13](=[O:16])[O:17][CH2:18][CH3:19])[c:6]([N+:8](=[O:9])[O-:10])[cH:7]1. Reactants: CCOC(=O)CO, CC#N, O=[N+]([O-])c1cc(Cl)c(Cl)cc1F, [F-], [K+], C1COCCO1, O, O, O=C(O)C(F)(F)F. Reactants: [H-].COCCO[Al+]OCCOC.[Na+].[H-] (sodium bis(2-methoxyethoxy)aluminium hydride), solution, C(CCC)[Li] (n-Butyllithium), solution, BrC=1C=C2C=CC(=NC2=C(C1)C)OC (6-bromo-2-methoxy-8-methylquinoline), ice, C1(=CC=CC=C1)P(=O)(C1=CC=CC=C1)N=[N+]=[N-] (diphenylphosphorylazide). Run in C1(=CC=CC=C1)C (toluene), CCCCCC (n-hexane), O1CCCC1 (tetrahydrofuran), O1CCCC1 (THF). Reaction conditions: time 2 hour. Yields the product NC=1C=C2C=CC(=NC2=C(C1)C)OC (6-amino-2-methoxy-8-methylquinoline). As a reaction SMILES: C([Li])CCC.Br[C:7]1[CH:8]=[C:9]2[C:14](=[C:15]([CH3:17])[CH:16]=1)[N:13]=[C:12]([O:18][CH3:19])[CH:11]=[CH:10]2.C1(P([N:34]=[N+]=[N-])(C2C=CC=CC=2)=O)C=CC=CC=1.[H-].COCCO[Al+]OCCOC.[Na+].[H-]>CCCCCC.O1CCCC1.C1(C)C=CC=CC=1>[NH2:34][C:7]1[CH:8]=[C:9]2[C:14](=[C:15]([CH3:17])[CH:16]=1)[N:13]=[C:12]([O:18][CH3:19])[CH:11]=[CH:10]2 |f:3.4.5.6|. Procedure: n-Butyllithium (13.75 cm3 of a 1.6M solution in n-hexane) was added dropwise to a stirred solution of 6-bromo-2-methoxy-8-methylquinoline (5.04 g) in tetrahydrofuran (THF) (50 cm3) at -70° under nitrogen. After 15 minutes the fine suspension was transferred via a cannula to a stirred solution of diphenylphosphorylazide (5.5 g) in THF (50 cm3) at -70° under nitrogen. The dark solution was stirred at -70° for 2 hours, warmed to -20° over 1 hour and then re-cooled to -70°. A solution of sodium bis(... Starting materials: COc1ccc(C(=O)Cl)cc1OC1CCCC1, Nc1cnccc1Cl, c1ccncc1. Product: COc1ccc(C(=O)Nc2cnccc2Cl)cc1OC1CCCC1. RXN SMILES: [CH:9]1([O:14][c:15]2[cH:16][c:17]([C:18](=[O:19])[Cl:20])[cH:21][cH:22][c:23]2[O:24][CH3:25])[CH2:10][CH2:11][CH2:12][CH2:13]1.[Cl:1][c:2]1[c:3]([NH2:8])[cH:4][n:5][cH:6][cH:7]1.[cH:26]1[cH:27][cH:28][n:29][cH:30][cH:31]1>>[Cl:1][c:2]1[c:3]([NH:8][C:18]([c:17]2[cH:16][c:15]([O:14][CH:9]3[CH2:10][CH2:11][CH2:12][CH2:13]3)[c:23]([O:24][CH3:25])[cH:22][cH:21]2)=[O:19])[cH:4][n:5][cH:6][cH:7]1. Starting materials: FC1=C(C=CC=C1)C(C1=C(C=CC(=C1)Cl)N1C(=NN=C1C)CO)=O (2'-fluoro-5-chloro-2-[3-(hydroxymethyl)-5-methyl-4H-1,2,4-triazol-4-yl]-benzophenone), P(Br)(Br)Br (phosphorus tribromide). Solvent: C(Cl)(Cl)Cl (chloroform). The product is FC1=C(C=CC=C1)C(C1=C(C=CC(=C1)Cl)N1C(=NN=C1C)CBr)=O (2'-fluoro-5-chloro-2-[3-(bromomethyl)-5-methyl-4H-1,2,4-triazol-4-yl]benzophenone). Reaction SMILES: [F:1][C:2]1[CH:7]=[CH:6][CH:5]=[CH:4][C:3]=1[C:8](=[O:24])[C:9]1[CH:14]=[C:13]([Cl:15])[CH:12]=[CH:11][C:10]=1[N:16]1[C:20]([CH3:21])=[N:19][N:18]=[C:17]1[CH2:22]O.P(Br)(Br)[Br:26]>C(Cl)(Cl)Cl>[F:1][C:2]1[CH:7]=[CH:6][CH:5]=[CH:4][C:3]=1[C:8](=[O:24])[C:9]1[CH:14]=[C:13]([Cl:15])[CH:12]=[CH:11][C:10]=1[N:16]1[C:20]([CH3:21])=[N:19][N:18]=[C:17]1[CH2:22][Br:26]. Procedure: In the manner given in Example 5, 2'-fluoro-5-chloro-2-[3-(hydroxymethyl)-5-methyl-4H-1,2,4-triazol-4-yl]-benzophenone is treated with phosphorus tribromide in chloroform to give 2'-fluoro-5-chloro-2-[3-(bromomethyl)-5-methyl-4H-1,2,4-triazol-4-yl]benzophenone.